From a dataset of the Open Reaction Database (ORD), a public repository of structured organic reaction records. describe an organic reaction: reactants, conditions, products, and yield Starting materials: C(C)(=O)C1=C(OCC(C)=O)C(=CC=C1F)[N+](=O)[O-] (1-(2-acetyl-3-fluoro-6-nitrophenoxy)-2-propanone), [H][H] (hydrogen). Reagents/catalysts: [Ni] (Raney nickel). Run in C(C)O (ethanol). Product: FC1=C(C2=C(NC(CO2)C)C=C1)C(C)=O (1-(7-fluoro-3,4-dihydro-3-methyl-2H-1,4-benzoxazin-8-yl)ethanone). Isolated yield 67.7%. RXN SMILES: [C:1]([C:4]1[C:14]([F:15])=[CH:13][CH:12]=[C:11]([N+:16]([O-])=O)[C:5]=1[O:6][CH2:7][C:8](=O)[CH3:9])(=[O:3])[CH3:2].[H][H]>[Ni].C(O)C>[F:15][C:14]1[CH:13]=[CH:12][C:11]2[NH:16][CH:8]([CH3:9])[CH2:7][O:6][C:5]=2[C:4]=1[C:1](=[O:3])[CH3:2]. Reported procedure: A mixture of 4.98 g (19.5 mmole) of 1-(2-acetyl-3-fluoro-6-nitrophenoxy)-2-propanone, 100 ml of 95% ethanol and 1 g of Raney nickel was shaken in an atmosphere of hydrogen at 4.5×105Pa at room temperature for 18 hours. The reaction was filtered and the solvent removed at reduced pressure. The residue was chromatographed on silica, with hexane:ether (1:1) to give 2.76 g of 1-(7-fluoro-3,4-dihydro-3-methyl-2H-1,4-benzoxazin-8-yl)ethanone.